This data is from the Open Reaction Database (ORD), a public repository of structured organic reaction records. The task is: describe an organic reaction: reactants, conditions, products, and yield The reactants are [M-(CH2═CMe2)-CO2]H+, [N+](=O)([O-])C1=CC=C(C=O)C=C1 (4-nitrobenzaldehyde), C[C@H]1N(CCNC1)C(=O)OC(C)(C)C (1,1-dimethylethyl (2R)-2-methyl-1-piperazinecarboxylate), [M-(CH2═CMe2)]H+. Yields the product C[C@H]1N(CCN(C1)CC1=CC=C(C=C1)[N+](=O)[O-])C(=O)OC(C)(C)C (1,1-Dimethylethyl (2R)-2-methyl-4-[(4-nitrophenyl)methyl]-1-piperazinecarboxylate). As a reaction SMILES: [N+:1]([C:4]1[CH:11]=[CH:10][C:7]([CH:8]=O)=[CH:6][CH:5]=1)([O-:3])=[O:2].[CH3:12][C@@H:13]1[CH2:18][NH:17][CH2:16][CH2:15][N:14]1[C:19]([O:21][C:22]([CH3:25])([CH3:24])[CH3:23])=[O:20]>>[CH3:12][C@@H:13]1[CH2:18][N:17]([CH2:8][C:7]2[CH:10]=[CH:11][C:4]([N+:1]([O-:3])=[O:2])=[CH:5][CH:6]=2)[CH2:16][CH2:15][N:14]1[C:19]([O:21][C:22]([CH3:23])([CH3:25])[CH3:24])=[O:20]. Reported procedure: The title compound was prepared from 4-nitrobenzaldehyde and 1,1-dimethylethyl (2R)-2-methyl-1-piperazinecarboxylate using a method similar to that described for D21 in Description 21. MS (ES): [M-(CH2═CMe2)]H+ 280.2, [M-(CH2═CMe2)-CO2]H+ 236.3, no molecular ion. Reactants: Cl (hydrogen chloride), COC1=CC=C(C(CC2CSCCC2=O)=O)C=C1 (3-(4-methoxyphenacyl)-2,3,5,6-tetrahydrothiopyran-4-one), CN(C)CCCN (dimethylaminopropylamine), C(C)O (ethanol). The reagents and catalysts are Cl (hydrochloric acid). Solvent: CCOCC (ether). The product is Cl.CN(CCCN1C2=C(C=C1C1=CC=C(C=C1)OC)CSCC2)C (1-(3-dimethylaminopropyl)-2-(4-methoxyphenyl)-1,4,6,7-tetrahydrothiopyrano[4,3-b]pyrrole hydrochloride). RXN SMILES: [CH3:1][O:2][C:3]1[CH:18]=[CH:17][C:6]([C:7](=O)[CH2:8][CH:9]2[C:14](=O)[CH2:13][CH2:12][S:11][CH2:10]2)=[CH:5][CH:4]=1.[CH3:19][N:20]([CH2:22][CH2:23][CH2:24][NH2:25])[CH3:21].C(O)C.[ClH:29]>Cl.CCOCC>[ClH:29].[CH3:19][N:20]([CH3:21])[CH2:22][CH2:23][CH2:24][N:25]1[C:7]([C:6]2[CH:17]=[CH:18][C:3]([O:2][CH3:1])=[CH:4][CH:5]=2)=[CH:8][C:9]2[CH2:10][S:11][CH2:12][CH2:13][C:14]1=2 |f:6.7|. Reported procedure: A solution of 3.09 g (0.012 mole) of 3-(4-methoxyphenacyl)-2,3,5,6-tetrahydrothiopyran-4-one, 1.22 g of dimethylaminopropylamine, 20 ml. of ethanol and one drop of concentrated hydrochloric acid is heated under reflux for 1.5 hours, cooled to ambient temperature, treated with 4 ml. of saturated ethereal hydrogen chloride, and diluted to the cloud point with ether. A brown solid precipitates. The solid is recrystallized from 2-propanol to give tan crystals of 1-(3-dimethylaminopropyl)-2-(4-methox... The reactants are BrB(Br)Br, COc1ccc(F)cc1OC, COc1ccccc1OC, CC(C)=O, Oc1ccccc1O. Product: c1ccc2c(c1)OCO2. Reaction SMILES: [B:22]([Br:23])([Br:24])[Br:25].[CH3:11][O:12][c:13]1[cH:14][cH:15][c:16]([F:17])[cH:18][c:19]1[O:20][CH3:21].[CH3:1][O:2][c:3]1[cH:4][cH:5][cH:6][cH:7][c:8]1[O:9][CH3:10].[CH3:34][C:35](=[O:36])[CH3:37].[OH:26][c:27]1[cH:28][cH:29][cH:30][cH:31][c:32]1[OH:33]>>[O:2]1[c:3]2[cH:4][cH:5][cH:6][cH:7][c:8]2[O:9][CH2:10]1. Reactants: C(C1=CC=CC=C1)OC=1C=CC2=C(CC(O2)CBr)C1 ((RS)-5-Benzyloxy-2-bromomethyl-2,3-dihydro-benzofuran), CC1=CC=C(CC2(CCNCC2)O)C=C1 (4-(4-methyl-benzyl)-piperidin-4-ol). Run in C1(=CC=CC=C1)C (toluene). Conditions: temperature 110 celsius. Yields the product C(C1=CC=CC=C1)OC=1C=CC2=C(CC(O2)CN2CCC(CC2)(O)CC2=CC=C(C=C2)C)C1 ((RS)-1-(5-benzyloxy-2,3-dihydro-benzofuran-2-ylmethyl)-4-(4-methyl-benzyl)-piperidin-4-ol). The yield is 88.2%. RXN SMILES: [CH2:1]([O:8][C:9]1[CH:10]=[CH:11][C:12]2[O:16][CH:15]([CH2:17]Br)[CH2:14][C:13]=2[CH:19]=1)[C:2]1[CH:7]=[CH:6][CH:5]=[CH:4][CH:3]=1.[CH3:20][C:21]1[CH:34]=[CH:33][C:24]([CH2:25][C:26]2([OH:32])[CH2:31][CH2:30][NH:29][CH2:28][CH2:27]2)=[CH:23][CH:22]=1>C1(C)C=CC=CC=1>[CH2:1]([O:8][C:9]1[CH:10]=[CH:11][C:12]2[O:16][CH:15]([CH2:17][N:29]3[CH2:30][CH2:31][C:26]([CH2:25][C:24]4[CH:23]=[CH:22][C:21]([CH3:20])=[CH:34][CH:33]=4)([OH:32])[CH2:27][CH2:28]3)[CH2:14][C:13]=2[CH:19]=1)[C:2]1[CH:7]=[CH:6][CH:5]=[CH:4][CH:3]=1. Procedure details: (RS)-5-Benzyloxy-2-bromomethyl-2,3-dihydro-benzofuran (840 mg, 2.63 mmol) and 4-(4-methyl-benzyl)-piperidin-4-ol (1.08 g, 5.26 mmol) were suspended in toluene (20 ml) and heated to 110° C. for 17 hr. The mixture was filtered and evaporated to afford an orange oil which was chromatographed over SiO2 (Merck 230-400 mesh) with MeOH—CH2Cl2 (3:97) to afford (RS)-1-(5-benzyloxy-2,3-dihydro-benzofuran-2-ylmethyl)-4-(4-methyl-benzyl)-piperidin-4-ol as a yellow oil (1.03 g, 2.32 mmol, 88%), MS: m/e=444.5...